This data is from the Open Reaction Database (ORD), a public repository of structured organic reaction records. The task is: describe an organic reaction: reactants, conditions, products, and yield Starting materials: ClC1=NC=2C=CC=C3CCCN1C23 (2-chloro-5,6-dihydro-4H-imidazo[4,5,1-ij]quinoline), CN1CCNCC1 (N-methylpiperazine). The solvent is C([O-])(O)=O.[Na+] (sodium bicarbonate), O (water). Conditions: time 30 minute. The product is CN1CCN(CC1)C1=NC=2C=CC=C3CCCN1C23 (5,6-Dihydro-2-(4-methyl-1-piperazinyl)-4H-imidazo[4,5,1-ij]quinoline). Isolated yield 69.9%. Reaction SMILES: Cl[C:2]1[N:12]2[C:13]3[C:8]([CH2:9][CH2:10][CH2:11]2)=[CH:7][CH:6]=[CH:5][C:4]=3[N:3]=1.[CH3:14][N:15]1[CH2:20][CH2:19][NH:18][CH2:17][CH2:16]1>C(=O)(O)[O-].[Na+].O>[CH3:14][N:15]1[CH2:20][CH2:19][N:18]([C:2]2[N:12]3[C:13]4[C:8]([CH2:9][CH2:10][CH2:11]3)=[CH:7][CH:6]=[CH:5][C:4]=4[N:3]=2)[CH2:17][CH2:16]1 |f:2.3|. Procedure: A solution of 2-chloro-5,6-dihydro-4H-imidazo[4,5,1-ij]quinoline (4.30 g) in 20 ml of N-methylpiperazine (18.06 g) was heated under reflux, under nitrogen, with stirring. After 30 mins, the solution was diluted with sodium bicarbonate solution (100 ml) and water (200 ml). The aqueous solution was extracted with chloroform. The organic phase was dried over anhydrous magnesium sulfate and concentrated. The residue was purified by high performance liquid chromatography (silica gel; methanol). The a... Starting materials: C(C1=CC=CC=C1)(=O)OCCBr (2-bromoethyl benzoate), N1=CC=CC=C1 (pyridine). The solvent is C(C)#N (acetonitrile). The product is [Br-].C(C1=CC=CC=C1)(=O)OCC[N+]1=CC=CC=C1 (N-(2-Benzoyloxyethyl)pyridinium Bromide). RXN SMILES: [C:1]([O:9][CH2:10][CH2:11][Br:12])(=[O:8])[C:2]1[CH:7]=[CH:6][CH:5]=[CH:4][CH:3]=1.[N:13]1[CH:18]=[CH:17][CH:16]=[CH:15][CH:14]=1>C(#N)C>[Br-:12].[C:1]([O:9][CH2:10][CH2:11][N+:13]1[CH:18]=[CH:17][CH:16]=[CH:15][CH:14]=1)(=[O:8])[C:2]1[CH:7]=[CH:6][CH:5]=[CH:4][CH:3]=1 |f:3.4|. Reported procedure: A solution of 50.0 grams (0.218 mol) of 2-bromoethyl benzoate, 17.27 grams (0.218 mol) of pyridine and 135 milliters of acetonitrile was heated at reflux for 17.75 hours and cooled. Solid crystallized and was collected, washed with acetonitrile, then with ether and dried. The yield of product was 48.5 grams (72.19% of theory); mp=162°-164° C. The reactants are CC=1C(=NC=CC1)C1NC(CCC1)C1=NC=CC=C1C (3,3″-dimethyl-1′,2′,3′,4′,5′,6′-hexahydro-[2,2′;6′,2″]terpyridine), BrCC1=CC=C(C=C1)C#N (α-bromo-p-tolunitrile), CCN(C(C)C)C(C)C (DIPEA). The solvent is CN(C)C=O (DMF). The product is CC=1C(=NC=CC1)C1N(C(CCC1)C1=NC=CC=C1C)CC1=CC=C(C#N)C=C1 (4-(3,3″-dimethyl-3′,4′,5′,6′-tetrahydro-2′H-[2,2′;6′,2″]terpyridin-1′-ylmethyl)-benzonitrile). Yield: 94.3%. As a reaction SMILES: [CH3:1][C:2]1[C:3]([CH:8]2[CH2:13][CH2:12][CH2:11][CH:10]([C:14]3[C:19]([CH3:20])=[CH:18][CH:17]=[CH:16][N:15]=3)[NH:9]2)=[N:4][CH:5]=[CH:6][CH:7]=1.Br[CH2:22][C:23]1[CH:28]=[CH:27][C:26]([C:29]#[N:30])=[CH:25][CH:24]=1.CCN(C(C)C)C(C)C>CN(C=O)C>[CH3:1][C:2]1[C:3]([CH:8]2[CH2:13][CH2:12][CH2:11][CH:10]([C:14]3[C:19]([CH3:20])=[CH:18][CH:17]=[CH:16][N:15]=3)[N:9]2[CH2:22][C:23]2[CH:28]=[CH:27][C:26]([C:29]#[N:30])=[CH:25][CH:24]=2)=[N:4][CH:5]=[CH:6][CH:7]=1. Procedure: Using General Procedure A: A solution of 3,3″-dimethyl-1′,2′,3′,4′,5′,6′-hexahydro-[2,2′;6′,2″]terpyridine (0.502 g, 1.83 mmol), α-bromo-p-tolunitrile (0.538 g, 2.75 mmol), KI (65 mg, 0.40 mmol), and DIPEA (0.72 mL, 4.13 mmol) in DMF (9 mL) was heated at 60° C. for 16 hours. Purification of the crude material by column chromatography on silica gel (40:1:1 CH2Cl2—CH3OH—NH4OH) provided 0.66 g (94%) of 4-(3,3″-dimethyl-3′,4′,5′,6′-tetrahydro-2′H-[2,2′;6′,2″]terpyridin-1′-ylmethyl)-benzonitrile as a... Reactants: CS(=O)(=O)O, CN(C)Cc1ccc(CO)o1, NCCCCO, [Na+], [Na+], O=C([O-])[O-], C1CCOC1, O. The product is CN(C)Cc1ccc(COCCCCN)o1. RXN SMILES: [CH3:1][S:2](=[O:3])(=[O:4])[OH:5].[CH3:6][N:7]([CH3:8])[CH2:9][c:10]1[cH:11][cH:12][c:13]([CH2:15][OH:16])[o:14]1.[NH2:17][CH2:18][CH2:19][CH2:20][CH2:21][OH:22].[Na+:23].[Na+:24].[O-:25][C:26](=[O:27])[O-:28].[O:29]1[CH2:30][CH2:31][CH2:32][CH2:33]1.[OH2:34]>>[CH3:6][N:7]([CH3:8])[CH2:9][c:10]1[cH:11][cH:12][c:13]([CH2:15][O:16][CH2:21][CH2:20][CH2:19][CH2:18][NH2:17])[o:14]1. Reactants: C(C)(C)(C)OC(NC1C(C1)(F)C1=CC=C(C=C1)Cl)=O ((2-(4-chlorophenyl)-2-fluoro-cyclopropyl)-carbamic acid tert-butyl ester), Cl (HCl), O (Water). Run in C(C)O (ethanol), CO (methanol). Reaction conditions: time 2 hour. Product: ClC1=CC=C(C=C1)C1(C(C1)N)F (2-(4-chlorophenyl)-2-fluoro-cyclopropylamine). As a reaction SMILES: C(OC(=O)[NH:7][CH:8]1[CH2:10][C:9]1([C:12]1[CH:17]=[CH:16][C:15]([Cl:18])=[CH:14][CH:13]=1)[F:11])(C)(C)C.Cl.O>CO.C(O)C>[Cl:18][C:15]1[CH:14]=[CH:13][C:12]([C:9]2([F:11])[CH2:10][CH:8]2[NH2:7])=[CH:17][CH:16]=1. Reported procedure: (2-(4-chlorophenyl)-2-fluoro-cyclopropyl)-carbamic acid tert-butyl ester from example P5c) (1.00 g; 3.5 mmol) was dissolved in methanol (10 ml) and a saturated solution of HCl in ethanol (10 ml) added. The solution was stirred at room temperature for 2 h then evaporated leaving a white solid. Water (50 ml) then added and mixture extracted twice with ethyl acetate. The aqueous phase was made alkaline with 2M NaOH and extracted twice with ethyl acetate. The extracts were dried (MgSO4) and evaporat... Reactants: C(C)C1C(CC(C(C(OC(C2CCCCN2C(C(C2(C(CC(C(C(CC(C(C(=C1)C)F)C)OC)O2)OC)C)O)=O)=O)=O)C(=CC2CC(C(CC2)O)OC)C)C)O)=O (17-ethyl-20-fluoro-1,14-dihydroxy-12-[2'-(4"-hydroxy-3"-methoxycyclohexyl)-1'-methylvinyl]-23,25-dimethoxy-13,19,21,27-tetramethyl-11,28-dioxa-4-azatricyclo[22.3.1.04,9 ]octacos-18-ene-2,3,10,16-tetraone), FC(S(=O)(=O)O)(F)F (Trifluoromethanesulfonic acid). The solvent is ClC(C(OCC#CC)=N)(Cl)Cl (2-butynyl trichloroacetimidate). Yields the product C(C)C1C(CC(C(C(OC(C2CCCCN2C(C(C2(C(CC(C(C(CC(C(C(=C1)C)F)C)OC)O2)OC)C)O)=O)=O)=O)C(=CC2CC(C(CC2)OCC#CC)OC)C)C)O)=O (17-Ethyl-20-fluoro-1,14-dihydroxy-12-[2'-(4"-(2-butynyloxy)-3"-methoxycyclohexyl)-1'-methylvinyl]-23,25-dimethoxy-13,19,21,27-tetramethyl-11,28-dioxa-4-azatricyclo-[22.3.1.04,9 ]octacos-18-ene-2,3,10,16-tetraone). As a reaction SMILES: [CH2:1]([CH:3]1[CH:29]=[C:28]([CH3:30])[CH:27]([F:31])[CH:26]([CH3:32])[CH2:25][CH:24]([O:33][CH3:34])[CH:23]2[O:35][C:19]([OH:39])([CH:20]([CH3:38])[CH2:21][CH:22]2[O:36][CH3:37])[C:18](=[O:40])[C:17](=[O:41])[N:16]2[CH:11]([CH2:12][CH2:13][CH2:14][CH2:15]2)[C:10](=[O:42])[O:9][CH:8]([C:43]([CH3:54])=[CH:44][CH:45]2[CH2:50][CH2:49][CH:48]([OH:51])[CH:47]([O:52][CH3:53])[CH2:46]2)[CH:7]([CH3:55])[CH:6]([OH:56])[CH2:5][C:4]1=[O:57])[CH3:2].FC(F)(F)S(O)(=O)=O>ClC(Cl)(Cl)C(=N)OCC#CC>[CH2:1]([CH:3]1[CH:29]=[C:28]([CH3:30])[CH:27]([F:31])[CH:26]([CH3:32])[CH2:25][CH:24]([O:33][CH3:34])[CH:23]2[O:35][C:19]([OH:39])([CH:20]([CH3:38])[CH2:21][CH:22]2[O:36][CH3:37])[C:18](=[O:40])[C:17](=[O:41])[N:16]2[CH:11]([CH2:12][CH2:13][CH2:14][CH2:15]2)[C:10](=[O:42])[O:9][CH:8]([C:43]([CH3:54])=[CH:44][CH:45]2[CH2:50][CH2:49][CH:48]([O:51][CH2:2][C:1]#[C:3][CH3:4])[CH:47]([O:52][CH3:53])[CH2:46]2)[CH:7]([CH3:55])[CH:6]([OH:56])[CH2:5][C:4]1=[O:57])[CH3:2]. Procedure: To a solution of 17-ethyl-20-fluoro-1,14-dihydroxy-12-[2'-(4"-hydroxy-3"-methoxycyclohexyl)-1'-methylvinyl]-23,25-dimethoxy-13,19,21,27-tetramethyl-11,28-dioxa-4-azatricyclo[22.3.1.04,9 ]octacos-18-ene-2,3,10,16-tetraone (50 mg in 1.5 ml 33% methylene chloride in cyclohexane), 2-butynyl trichloroacetimidate (20 μl neat) is added and the reagents are allowed to mix for 5 minutes. Trifluoromethanesulfonic acid (2 μl neat) is added slowly via syringe acid (2 μl neat) is added and the mixture is sti... Starting materials: CCCCNCCC, ClCCCl, COc1ccc2c(C(=O)C(C)(C)C)nn(CC(=O)O)c2c1, CCN(C(C)C)C(C)C, CN(C)C=O, On1nnc2ccccc21. Product: CCCCN(CCC)C(=O)Cn1nc(C(=O)C(C)(C)C)c2ccc(OC)cc21. As a reaction SMILES: [CH2:32]([CH2:33][CH3:34])[NH:35][CH2:36][CH2:37][CH2:38][CH3:39].[CH2:54]([Cl:55])[CH2:56][Cl:57].[CH3:1][C:2]([C:3](=[O:4])[c:5]1[n:6][n:7]([CH2:16][C:17](=[O:18])[OH:19])[c:8]2[cH:9][c:10]([O:14][CH3:15])[cH:11][cH:12][c:13]12)([CH3:20])[CH3:21].[CH:40]([N:41]([CH2:42][CH3:43])[CH:44]([CH3:45])[CH3:46])([CH3:47])[CH3:48].[O:49]=[CH:50][N:51]([CH3:52])[CH3:53].[OH:22][n:23]1[c:24]2[c:25]([cH:26][cH:27][cH:28][cH:29]2)[n:30][n:31]1>>[CH3:1][C:2]([C:3](=[O:4])[c:5]1[n:6][n:7]([CH2:16][C:17](=[O:19])[N:35]([CH2:32][CH2:33][CH3:34])[CH2:36][CH2:37][CH2:38][CH3:39])[c:8]2[cH:9][c:10]([O:14][CH3:15])[cH:11][cH:12][c:13]12)([CH3:20])[CH3:21].